This data is from the Open Reaction Database (ORD), a public repository of structured organic reaction records. The task is: describe an organic reaction: reactants, conditions, products, and yield Starting materials: C(C)(=O)O[BH-](OC(C)=O)OC(C)=O.[Na+] (sodium triacetoxyborohydride), COC1=CC(=C(N)C=C1)[N+](=O)[O-] (4-Methoxy-2-nitroaniline), CC(C=O)(C)C (trimethyl-acetaldehyde), C(C)(=O)O (acetic acid). The solvent is C(Cl)Cl (DCM). Yields the product CC(CNC1=C(C=C(C=C1)OC)[N+](=O)[O-])(C)C (N-(2,2-Dimethylpropyl)-4-methoxy-2-nitroaniline). RXN SMILES: [CH3:1][O:2][C:3]1[CH:9]=[CH:8][C:6]([NH2:7])=[C:5]([N+:10]([O-:12])=[O:11])[CH:4]=1.[CH3:13][C:14]([CH3:18])([CH3:17])[CH:15]=O.C(O)(=O)C.C(O[BH-](OC(=O)C)OC(=O)C)(=O)C.[Na+]>C(Cl)Cl>[CH3:13][C:14]([CH3:18])([CH3:17])[CH2:15][NH:7][C:6]1[CH:8]=[CH:9][C:3]([O:2][CH3:1])=[CH:4][C:5]=1[N+:10]([O-:12])=[O:11] |f:3.4|. Procedure details: 4-Methoxy-2-nitroaniline (10 g, 59.5 mmol, 1.0 equiv.) and trimethyl-acetaldehyde (9.73 g, 113 mmol, 1.9 equiv.) were dissolved in anhydrous DCM (100 ml). The resulting solution was treated with acetic acid (18.72 ml, 327 mmol, 5.5 equiv.), followed by sodium triacetoxyborohydride (30.3 g, 143 mmol, 2.4 equiv.). The reaction mixture was stirred at room temperature. When LCMS showed completion of the reaction, the reaction was quenched with saturated aqueous NaHCO3, then extracted with EtOAc. The... Reactants: [N+](=O)([O-])C=1C=C(C=CC1)N=C=O (3-Nitrophenylisocyanate), C(C)(C)(C)O (tert-butanol). Yields the product C(C)(C)(C)OC(NC1=CC(=CC=C1)[N+](=O)[O-])=O ((3-nitro-phenyl)-carbamic acid tert-butyl ester). RXN SMILES: [N+:1]([C:4]1[CH:5]=[C:6]([N:10]=[C:11]=[O:12])[CH:7]=[CH:8][CH:9]=1)([O-:3])=[O:2].[C:13]([OH:17])([CH3:16])([CH3:15])[CH3:14]>>[C:13]([O:17][C:11](=[O:12])[NH:10][C:6]1[CH:7]=[CH:8][CH:9]=[C:4]([N+:1]([O-:3])=[O:2])[CH:5]=1)([CH3:16])([CH3:15])[CH3:14]. Procedure: 3-Nitrophenylisocyanate was reacted with tert-butanol to form (3-nitro-phenyl)-carbamic acid tert-butyl ester. This was reacted with benzyl 2-bromoacetate, then the tert-butyloxycarbonyl group was removed and the resulting (3-nitro-phenylamino)-acetic acid benzyl ester was reduced with aluminium amalgam to afford (3-amino-phenylamino)-acetic acid benzyl ester. This was reacted with 5-(2-adamantan-1-yl-ethyl)-2-cyclohexyl-1H-imidazole-4-carboxylic acid (Example 252) according to the procedure of ... Reactants: NC1=C(C(=O)OCC)C=C(C=C1)Cl (ethyl 2-amino-5-chlorobenzoate), C(C1=CC=CC=C1)(=O)CC(=O)OCC (ethyl benzoylacetate). Yields the product C(C1=CC=CC=C1)(=O)CC(=O)NC1=C(C(=O)OCC)C=C(C=C1)Cl (ethyl 2-benzoylacetylamino-5-chlorobenzoate). Yield: 49.1%. As a reaction SMILES: [NH2:1][C:2]1[CH:12]=[CH:11][C:10]([Cl:13])=[CH:9][C:3]=1[C:4]([O:6][CH2:7][CH3:8])=[O:5].[C:14]([CH2:22][C:23](OCC)=[O:24])(=[O:21])[C:15]1[CH:20]=[CH:19][CH:18]=[CH:17][CH:16]=1>>[C:14]([CH2:22][C:23]([NH:1][C:2]1[CH:12]=[CH:11][C:10]([Cl:13])=[CH:9][C:3]=1[C:4]([O:6][CH2:7][CH3:8])=[O:5])=[O:24])(=[O:21])[C:15]1[CH:20]=[CH:19][CH:18]=[CH:17][CH:16]=1. Reported procedure: To 6.0 grams of ethyl 2-amino-5-chlorobenzoate is added 6.4 grams of ethyl benzoylacetate, the mixture is heated at 180° to 190° C. for ten hours, cooled, crystals separated out therefrom are collected by filtration, and washed with methanol to give 5.1 grams of ethyl 2-benzoylacetylamino-5-chlorobenzoate, colorless needles. To 200 ml of ethanol is added 640 mg of metal sodium, then 4.8 grams of ethyl 2-benzoylacetylamino-5-chlorobenzoate is added thereto, the mixture is heated to reflux for two... The reactants are O=C([O-])[O-], COC(=O)c1cc(O)cc(OCc2ccccc2)c1, CC(C)=O, CI, [K+], [K+]. Yields the product COC(=O)c1cc(OC)cc(OCc2ccccc2)c1. As a reaction SMILES: [C:20](=[O:21])([O-:22])[O-:23].[CH2:1]([c:2]1[cH:3][cH:4][cH:5][cH:6][cH:7]1)[O:8][c:9]1[cH:10][c:11]([C:12](=[O:13])[O:14][CH3:15])[cH:16][c:17]([OH:19])[cH:18]1.[CH3:28][C:29](=[O:30])[CH3:31].[I:26][CH3:27].[K+:24].[K+:25]>>[CH2:1]([c:2]1[cH:3][cH:4][cH:5][cH:6][cH:7]1)[O:8][c:9]1[cH:10][c:11]([C:12](=[O:13])[O:14][CH3:15])[cH:16][c:17]([O:19][CH3:20])[cH:18]1.